Dataset: the Open Reaction Database (ORD), a public repository of structured organic reaction records. Task: describe an organic reaction: reactants, conditions, products, and yield The reactants are BrC=1C=C(C(=O)NC2=CC(=CC=C2)C(F)(F)F)C=CC1CO (3-bromo-4-(hydroxymethyl)-N-(3-(trifluoromethyl)phenyl)benzamide), CC1(OB(OC1(C)C)C1=CC(=NC=C1)N1CCOCC1)C (4-(4-(4,4,5,5-tetramethyl-1,3,2-dioxaborolan-2-yl)pyridin-2-yl)morpholine). Product: OCC1=C(C=C(C(=O)NC2=CC(=CC=C2)C(F)(F)F)C=C1)C1=CC(=NC=C1)N1CCOCC1 (4-(hydroxymethyl)-3-(2-morpholinopyridin-4-yl)-N-(3-(trifluoromethyl)phenyl)benzamide). Isolated yield 91.0%. RXN SMILES: Br[C:2]1[CH:3]=[C:4]([CH:18]=[CH:19][C:20]=1[CH2:21][OH:22])[C:5]([NH:7][C:8]1[CH:13]=[CH:12][CH:11]=[C:10]([C:14]([F:17])([F:16])[F:15])[CH:9]=1)=[O:6].CC1(C)C(C)(C)OB([C:31]2[CH:36]=[CH:35][N:34]=[C:33]([N:37]3[CH2:42][CH2:41][O:40][CH2:39][CH2:38]3)[CH:32]=2)O1>>[OH:22][CH2:21][C:20]1[CH:19]=[CH:18][C:4]([C:5]([NH:7][C:8]2[CH:13]=[CH:12][CH:11]=[C:10]([C:14]([F:17])([F:16])[F:15])[CH:9]=2)=[O:6])=[CH:3][C:2]=1[C:31]1[CH:36]=[CH:35][N:34]=[C:33]([N:37]2[CH2:38][CH2:39][O:40][CH2:41][CH2:42]2)[CH:32]=1. Procedure: The method used to prepare example X was followed using 3-bromo-4-(hydroxymethyl)-N-(3-(trifluoromethyl)phenyl)benzamide and 4-(4-(4,4,5,5-tetramethyl-1,3,2-dioxaborolan-2-yl)pyridin-2-yl)morpholine to afford 4-(hydroxymethyl)-3-(2-morpholinopyridin-4-yl)-N-(3-(trifluoromethyl)phenyl)benzamide in a 91% yield. 1H NMR (400 MHz, <cd3od>) δ ppm 3.61-3.73 (m, 4H), 3.83-3.90 (m, 4H), 4.63 (s, 2H), 7.09-7.15 (m, 1H), 7.39-7.47 (m, 2H), 7.53-7.60 (m, 1H), 7.75-7.82 (m, 1H), 7.91-7.99 (m, 2H), 8.04-8.13 ...